From a dataset of the Open Reaction Database (ORD), a public repository of structured organic reaction records. describe an organic reaction: reactants, conditions, products, and yield Starting materials: C(C)(=O)OCC(C)(C)NC1=NC=C(C=C1N)C(F)(F)F (2-(2-acetoxy-1,1-dimethylethylamino)-3-amino-5-(trifluoromethyl)pyridine), C(=O)(N1C=NC=C1)N1C=NC=C1 (1,1′-carbonyldiimidazole). The solvent is C(C)#N (acetonitrile). Run at temperature 50 celsius, time 2 hour. Yields the product C(C)(=O)OCC(C)(C)N1C(NC=2C1=NC=C(C2)C(F)(F)F)=O (3-(2-acetoxy-1,1-dimethylethyl)-6-trifluoromethyl-2,3-dihydro-1H-imidazo[4,5-b]pyridin-2-one). Isolated yield 45.1%. Reaction SMILES: [C:1]([O:4][CH2:5][C:6]([NH:9][C:10]1[C:15]([NH2:16])=[CH:14][C:13]([C:17]([F:20])([F:19])[F:18])=[CH:12][N:11]=1)([CH3:8])[CH3:7])(=[O:3])[CH3:2].[C:21](N1C=CN=C1)(N1C=CN=C1)=[O:22]>C(#N)C>[C:1]([O:4][CH2:5][C:6]([N:9]1[C:10]2=[N:11][CH:12]=[C:13]([C:17]([F:18])([F:20])[F:19])[CH:14]=[C:15]2[NH:16][C:21]1=[O:22])([CH3:8])[CH3:7])(=[O:3])[CH3:2]. Reported procedure: To a solution of 2-(2-acetoxy-1,1-dimethylethylamino)-3-amino-5-(trifluoromethyl)pyridine (1.5 g) in acetonitrile (15 mL) was added 1,1′-carbonyldiimidazole (1.25 g), and the mixture was stirred at 50° C. under nitrogen atmosphere for 2 hours. After cooling to room temperature, the mixture was concentrated in vacuo. The residue was partitioned between ethyl acetate and water. The separated organic layer was washed successively with 1 N-hydrochloric acid, water, an aqueous saturated sodium hydrog... Starting materials: IC1=NNC2=CC(=CC=C12)[C@@H]1C[C@@]12C(N(C1=CC=CC=C21)C)=O ((1R,2S)-2-(3-iodo-1H-indazol-6-yl)-1′-methylspiro[cyclopropane-1,3′-indolin]-2′-one), [OH-].[K+] (KOH), C1=CC=C(C=C1)CBr (BnBr). Reagents/catalysts: [Br-].C(CCC)[N+](CCCC)(CCCC)CCCC (tetrabutylammonium bromide). Solvent: C(Cl)Cl (CH2Cl2). Run at time 18 hour. Product: C(C1=CC=CC=C1)N1N=C(C2=CC=C(C=C12)[C@@H]1C[C@@]12C(N(C1=CC=CC=C21)C)=O)I ((1R,2S)-2-(1-benzyl-3-iodo-1H-indazol-6-yl)-1′-methylspiro[cyclopropane-1,3′-indolin]-2′-one). RXN SMILES: [I:1][C:2]1[C:10]2[C:5](=[CH:6][C:7]([C@H:11]3[C@@:13]4([C:21]5[C:16](=[CH:17][CH:18]=[CH:19][CH:20]=5)[N:15]([CH3:22])[C:14]4=[O:23])[CH2:12]3)=[CH:8][CH:9]=2)[NH:4][N:3]=1.[OH-].[K+].[CH:26]1[CH:31]=[CH:30][C:29]([CH2:32]Br)=[CH:28][CH:27]=1>[Br-].C([N+](CCCC)(CCCC)CCCC)CCC.C(Cl)Cl>[CH2:32]([N:4]1[C:5]2[C:10](=[CH:9][CH:8]=[C:7]([C@H:11]3[C@@:13]4([C:21]5[C:16](=[CH:17][CH:18]=[CH:19][CH:20]=5)[N:15]([CH3:22])[C:14]4=[O:23])[CH2:12]3)[CH:6]=2)[C:2]([I:1])=[N:3]1)[C:29]1[CH:30]=[CH:31][CH:26]=[CH:27][CH:28]=1 |f:1.2,4.5|. Procedure details: A round-bottom flask was charged with (1R,2S)-2-(3-iodo-1H-indazol-6-yl)-1′-methylspiro[cyclopropane-1,3′-indolin]-2′-one (200 mg, 0.482 mmol), tetrabutylammonium bromide (2.0 mg, 0.005 mmol), CH2Cl2 (3.5 mL), and KOH (1.0 mL, 50% wt aqueous solution). The mixture was then treated with BnBr (69 uL, 0.578 mmol) and the reaction stirred for 18 h at which time the product was extracted with CH2Cl2 (3×) and the combined organic layers washed with brine and dried over MgSO4. After removal of solvent,... The reactants are solid, FC=1C(=CC2=C(N=C(S2)SC)C1)CNC1=NC=CC=C1N (N2-((5-fluoro-2-(methylthio)benzo[d]thiazol-6-yl)methyl)pyridine-2,3-diamine), BrC=1C=C(C(=CC1OC)NCC1=CC2=C(N=C(S2)SC)C=C1)N (4-bromo-5-methoxy-N1-((2-(methylthio)benzo[d]thiazol-6-yl)methyl)benzene-1,2-diamine). The product is N1=CN(C2=NC=CC=C21)CC2=CC1=C(N=C(S1)SC)C=C2F (6-((3H-Imidazo[4,5-b]pyridin-3-yl)methyl)-5-fluoro-2-(methylthio)benzo[d]thiazole). As a reaction SMILES: [F:1][C:2]1[C:3]([CH2:13][NH:14][C:15]2[C:20]([NH2:21])=[CH:19][CH:18]=[CH:17][N:16]=2)=[CH:4][C:5]2[S:9][C:8]([S:10][CH3:11])=[N:7][C:6]=2[CH:12]=1.Br[C:23]1C=C(N)C(NCC2C=CC3N=C(SC)SC=3C=2)=CC=1OC>>[N:21]1[C:20]2[C:15](=[N:16][CH:17]=[CH:18][CH:19]=2)[N:14]([CH2:13][C:3]2[C:2]([F:1])=[CH:12][C:6]3[N:7]=[C:8]([S:10][CH3:11])[S:9][C:5]=3[CH:4]=2)[CH:23]=1. Reported procedure: 6-((3H-Imidazo[4,5-b]pyridin-3-yl)methyl)-5-fluoro-2-(methylthio)benzo[d]thiazole was synthesized as a tan solid (180 mg) using a procedure analogous to that described in Step 3 of Example 41, substituting N2-((5-fluoro-2-(methylthio)benzo[d]thiazol-6-yl)methyl)pyridine-2,3-diamine from the previous step for 4-bromo-5-methoxy-N1-((2-(methylthio)benzo[d]thiazol-6-yl)methyl)benzene-1,2-diamine used in Example 41. LCMS (ESI) m/z 331 (M+H)+. Starting materials: ClC1=NC(=C(C=2N1N=CN2)CCO)C2=CC=CC=C2 (5-chloro-7-phenyl[1,2,4]triazolo[1,5-c]pyrimidine-8-ethanol), [N-]=[N+]=[N-].[Na+] (sodium azide). Solvent: O (water), CS(=O)C (dimethylsulfoxide). RXN SMILES: Cl[C:2]1[N:7]2[N:8]=[CH:9][N:10]=[C:6]2[C:5]([CH2:11][CH2:12][OH:13])=[C:4]([C:14]2[CH:19]=[CH:18][CH:17]=[CH:16][CH:15]=2)[N:3]=1.[N-:20]=[N+:21]=[N-:22].[Na+]>CS(C)=O.O>[C:14]1([C:4]2[N:3]3[N:20]=[N:21][N:22]=[C:2]3[N:7]3[N:8]=[CH:9][N:10]=[C:6]3[C:5]=2[CH2:11][CH2:12][OH:13])[CH:19]=[CH:18][CH:17]=[CH:16][CH:15]=1 |f:1.2|. Procedure details: To a solution containing 27.4 g of 5-chloro-7-phenyl[1,2,4]triazolo[1,5-c]pyrimidine-8-ethanol (0.1 mole) dissolved in 250 ml of dimethylsulfoxide is added 13 g of sodium azide (0.2 mole). The resulting reaction mixture is stirred for 5 hours at a temperature of 65°-70° C. and then stirred overnight at room temperature. The reaction mixture is poured in water with stirring. A precipitate forms and the mixture is filtered and the precipitate is washed with water and dried yielding a crude product... Product: C1(=CC=CC=C1)C1=C(C=2N(C=3N1N=NN3)N=CN2)CCO (5-phenyltetrazolo[1,5-a][1,2,4]triazolo[1,5-c]pyrimidine-6-ethanol). Run at time 5 hour. Reactants: C1CCOC1, COC(=O)C(CNC(=O)c1cccs1)NC(=O)c1sc(C(=O)NCc2cccc(O)c2)cc1-c1ccccc1, Cl, [Li+], [OH-], O, O. The product is O=C(NCC(NC(=O)c1sc(C(=O)NCc2cccc(O)c2)cc1-c1ccccc1)C(=O)O)c1cccs1. As a reaction SMILES: [CH2:44]1[O:45][CH2:46][CH2:47][CH2:48]1.[CH3:1][O:2][C:3]([CH:4]([CH2:5][NH:6][C:7](=[O:8])[c:9]1[s:10][cH:11][cH:12][cH:13]1)[NH:14][C:15](=[O:16])[c:17]1[s:18][c:19]([C:28]([NH:29][CH2:30][c:31]2[cH:32][c:33]([OH:37])[cH:34][cH:35][cH:36]2)=[O:38])[cH:20][c:21]1-[c:22]1[cH:23][cH:24][cH:25][cH:26][cH:27]1)=[O:39].[ClH:43].[Li+:42].[OH-:41].[OH2:40].[OH2:49]>>[O:2]=[C:3]([CH:4]([CH2:5][NH:6][C:7](=[O:8])[c:9]1[s:10][cH:11][cH:12][cH:13]1)[NH:14][C:15](=[O:16])[c:17]1[s:18][c:19]([C:28]([NH:29][CH2:30][c:31]2[cH:32][c:33]([OH:37])[cH:34][cH:35][cH:36]2)=[O:38])[cH:20][c:21]1-[c:22]1[cH:23][cH:24][cH:25][cH:26][cH:27]1)[OH:39]. Starting materials: CC(=O)O, C=COC(C)=O, CC(=O)CC(C)C, COc1cccc(CC2=CC(O)CC2=O)c1, c1ccc(P(c2ccccc2)c2ccccc2)cc1. Product: COc1cccc(CC2=CC(OC(C)=O)CC2=O)c1. Reaction SMILES: [C:42]([OH:43])(=[O:44])[CH3:45].[CH3:17][C:18](=[O:19])[O:20][CH:21]=[CH2:22].[CH3:46][C:47]([CH2:48][CH:49]([CH3:50])[CH3:51])=[O:52].[OH:1][CH:2]1[CH:3]=[C:4]([CH2:8][c:9]2[cH:10][c:11]([O:15][CH3:16])[cH:12][cH:13][cH:14]2)[C:5](=[O:7])[CH2:6]1.[c:23]1([P:24]([c:25]2[cH:26][cH:27][cH:28][cH:29][cH:30]2)[c:31]2[cH:32][cH:33][cH:34][cH:35][cH:36]2)[cH:37][cH:38][cH:39][cH:40][cH:41]1>>[O:1]([CH:2]1[CH:3]=[C:4]([CH2:8][c:9]2[cH:10][c:11]([O:15][CH3:16])[cH:12][cH:13][cH:14]2)[C:5](=[O:7])[CH2:6]1)[C:18]([CH3:17])=[O:19]. Reactants: C(C)(C)(C)OC(=O)NC[C@@H](CC(=O)OCC)O (ethyl (R)-4-t-butoxycarbonylamino-3-hydroxybutyrate), O.NN (hydrazine monohydrate). Run in CO (methanol). Conditions: temperature 65 celsius, time 5 hour. The product is C(C)(C)(C)OC(=O)NC[C@@H](CC(=O)NN)O ((R)-4-t-Butoxycarbonylamino-3-Hydroxybutanohydrazide). The yield is 70.1%. Reaction SMILES: [C:1]([O:5][C:6]([NH:8][CH2:9][C@H:10]([OH:17])[CH2:11][C:12](OCC)=[O:13])=[O:7])([CH3:4])([CH3:3])[CH3:2].O.[NH2:19][NH2:20]>CO>[C:1]([O:5][C:6]([NH:8][CH2:9][C@H:10]([OH:17])[CH2:11][C:12]([NH:19][NH2:20])=[O:13])=[O:7])([CH3:4])([CH3:3])[CH3:2] |f:1.2|. Procedure details: A 6.50 g (26.1 mmol) of ethyl (R)-4-t-butoxycarbonylamino-3-hydroxybutyrate (optical purity: 95%e.e.) was dissolved in 26 ml of methanol, and 1.96 g (39.1 mmol) of hydrazine monohydrate was added thereto dropwise at room temperature. After the addition, the mixture was heated to 65° C. and then stirred for 5 hours. After the mixture was cooled to room temperature, stirring was conducted overnight to give 4.27 g (70%) of the title compound. Melting point: 143.6° C. Optical purity: >99.9%e.e. The reactants are CO, [Na+], [OH-], O=C(OCCN1CCN(C(=O)c2ccco2)CC1)c1ccco1. Product: O=C(c1ccco1)N1CCN(CCO)CC1. As a reaction SMILES: [CH3:26][OH:27].[Na+:25].[OH-:24].[o:1]1[c:2]([C:6](=[O:7])[N:8]2[CH2:9][CH2:10][N:11]([CH2:14][CH2:15][O:16][C:17]([c:18]3[o:19][cH:20][cH:21][cH:22]3)=[O:23])[CH2:12][CH2:13]2)[cH:3][cH:4][cH:5]1>>[o:1]1[c:2]([C:6](=[O:7])[N:8]2[CH2:9][CH2:10][N:11]([CH2:14][CH2:15][OH:16])[CH2:12][CH2:13]2)[cH:3][cH:4][cH:5]1. Starting materials: O=C([O-])[O-], C=C(B1OC(C)CC(C)(C)O1)C(F)(F)F, Fc1ccc(Nc2ccc3c(Cl)nncc3c2)cc1, [Na+], [Na+], C1COCCO1, O, O, O, c1ccc(P(c2ccccc2)(c2ccccc2)[Pd](P(c2ccccc2)(c2ccccc2)c2ccccc2)(P(c2ccccc2)(c2ccccc2)c2ccccc2)P(c2ccccc2)(c2ccccc2)c2ccccc2)cc1. Product: C=C(c1nncc2cc(Nc3ccc(F)cc3)ccc12)C(F)(F)F. As a reaction SMILES: [C:36](=[O:37])([O-:38])[O-:39].[CH3:20][C:21]1([CH3:22])[CH2:23][CH:24]([CH3:25])[O:26][B:27]([C:28]([C:29]([F:30])([F:31])[F:32])=[CH2:33])[O:34]1.[Cl:1][c:2]1[n:3][n:4][cH:5][c:6]2[cH:7][c:8]([NH:12][c:13]3[cH:14][cH:15][c:16]([F:19])[cH:17][cH:18]3)[cH:9][cH:10][c:11]12.[Na+:40].[Na+:41].[O:44]1[CH2:45][CH2:46][O:47][CH2:48][CH2:49]1.[OH2:35].[OH2:42].[OH2:43].[cH:50]1[cH:51][cH:52][c:53]([P:54]([Pd:55]([P:56]([c:57]2[cH:58][cH:59][cH:60][cH:61][cH:62]2)([c:63]2[cH:64][cH:65][cH:66][cH:67][cH:68]2)[c:69]2[cH:70][cH:71][cH:72][cH:73][cH:74]2)([P:75]([c:76]2[cH:77][cH:78][cH:79][cH:80][cH:81]2)([c:82]2[cH:83][cH:84][cH:85][cH:86][cH:87]2)[c:88]2[cH:89][cH:90][cH:91][cH:92][cH:93]2)[P:94]([c:95]2[cH:96][cH:97][cH:98][cH:99][cH:100]2)([c:101]2[cH:102][cH:103][cH:104][cH:105][cH:106]2)[c:107]2[cH:108][cH:109][cH:110][cH:111][cH:112]2)([c:113]2[cH:114][cH:115][cH:116][cH:117][cH:118]2)[c:119]2[cH:120][cH:121][cH:122][cH:123][cH:124]2)[cH:125][cH:126]1>>[c:2]1([C:28]([C:29]([F:30])([F:31])[F:32])=[CH2:33])[n:3][n:4][cH:5][c:6]2[cH:7][c:8]([NH:12][c:13]3[cH:14][cH:15][c:16]([F:19])[cH:17][cH:18]3)[cH:9][cH:10][c:11]12. The product is O[C@@H]1C[C@H]2CC[C@H]3[C@]4(CC[C@@H]([C@@]4(C)CC[C@@H]3[C@]2(CC1)C)CCC=O)O (3-(3β,14β-Dihydroxy-5β-androstane-17β-yl)propionaldehyde). Run in C(C)O (ethanol). Reaction conditions: time 30 minute. The reactants are O[C@@H]1C[C@H]2CC[C@H]3[C@]4(CC[C@H](/C=C/C=O)[C@]4(CC[C@@H]3[C@]2(CC1)C)C)O ((E)-3β,14β-dihydroxy-5β-pregn-20-ene-21-carboxaldehyde). As a reaction SMILES: [OH:1][C@H:2]1[CH2:22][CH2:21][C@@:20]2([CH3:23])[C@H:4]([CH2:5][CH2:6][C@@H:7]3[C@@H:19]2[CH2:18][CH2:17][C@@:16]2([CH3:24])[C@:8]3([OH:25])[CH2:9][CH2:10][C@@H:11]2/[CH:12]=[CH:13]/[CH:14]=[O:15])[CH2:3]1>[Pd].C(O)C>[OH:1][C@H:2]1[CH2:22][CH2:21][C@@:20]2([CH3:23])[C@H:4]([CH2:5][CH2:6][C@@H:7]3[C@@H:19]2[CH2:18][CH2:17][C@@:16]2([CH3:24])[C@:8]3([OH:25])[CH2:9][CH2:10][C@@H:11]2[CH2:12][CH2:13][CH:14]=[O:15])[CH2:3]1. The yield is 98.6%. Reagents/catalysts: [Pd] (palladium on charcoal). Procedure: A mixture of 6.00 g of (E)-3β,14β-dihydroxy-5β-pregn-20-ene-21-carboxaldehyde (Fullerton D. S. and Pankaskie M. C., J. Med. Chem., 1976, 19, 1330) and 1.20 g of 5% palladium on charcoal in 1.20 l of ethanol was hydrogenated at room temperature and atmospheric pressure for 30 min. The mixture was then filtered through Celite and ethanol was evaporated to dryness to give 5.95 g of the title compound (II-c) as a white solid.